From a dataset of the Open Reaction Database (ORD), a public repository of structured organic reaction records. describe an organic reaction: reactants, conditions, products, and yield Starting materials: BrB(Br)Br, ClCCl, CCCn1nnn(-c2cc(OC)c(F)cc2F)c1=O, O. Yields the product CCCn1nnn(-c2cc(O)c(F)cc2F)c1=O. RXN SMILES: [B:20]([Br:21])([Br:22])[Br:23].[CH2:25]([Cl:26])[Cl:27].[F:1][c:2]1[c:3](-[n:11]2[n:12][n:13][n:14]([CH2:17][CH2:18][CH3:19])[c:15]2=[O:16])[cH:4][c:5]([O:9][CH3:10])[c:6]([F:8])[cH:7]1.[OH2:24]>>[F:1][c:2]1[c:3](-[n:11]2[n:12][n:13][n:14]([CH2:17][CH2:18][CH3:19])[c:15]2=[O:16])[cH:4][c:5]([OH:9])[c:6]([F:8])[cH:7]1. The reactants are BrCc1ccccc1, O=C([O-])[O-], [K+], [K+], CN(C)C=O, O=C(O)C1CCOCC1, O. Yields the product O=C(OCc1ccccc1)C1CCOCC1. Reaction SMILES: [Br:21][CH2:22][c:23]1[cH:24][cH:25][cH:26][cH:27][cH:28]1.[C:10](=[O:11])([O-:12])[O-:13].[K+:14].[K+:15].[O:16]=[CH:17][N:18]([CH3:19])[CH3:20].[O:1]1[CH2:2][CH2:3][CH:4]([C:7](=[O:8])[OH:9])[CH2:5][CH2:6]1.[OH2:29]>>[O:1]1[CH2:2][CH2:3][CH:4]([C:7](=[O:8])[O:9][CH2:22][c:23]2[cH:24][cH:25][cH:26][cH:27][cH:28]2)[CH2:5][CH2:6]1.